From a dataset of the Open Reaction Database (ORD), a public repository of structured organic reaction records. describe an organic reaction: reactants, conditions, products, and yield Reactants: NC1=CC=C(C=C1)CCN(CCCCCCC)CC (N-[2-(4-aminophenyl)ethyl]-N-ethyl-N-heptylamine), CS(=O)(=O)Cl (methanesulfonyl chloride). Reaction SMILES: [NH2:1][C:2]1[CH:7]=[CH:6][C:5]([CH2:8][CH2:9][N:10]([CH2:18][CH3:19])[CH2:11][CH2:12][CH2:13][CH2:14][CH2:15][CH2:16][CH3:17])=[CH:4][CH:3]=1.[CH3:20][S:21](Cl)(=[O:23])=[O:22]>N1C=CC=CC=1>[CH2:18]([N:10]([CH2:11][CH2:12][CH2:13][CH2:14][CH2:15][CH2:16][CH3:17])[CH2:9][CH2:8][C:5]1[CH:6]=[CH:7][C:2]([NH:1][S:21]([CH3:20])(=[O:23])=[O:22])=[CH:3][CH:4]=1)[CH3:19]. Procedure: A solution of 5.45 g (0.0207 mol) of N-[2-(4-aminophenyl)ethyl]-N-ethyl-N-heptylamine from Preparation 20 in 22 ml of dry pyridine, under nitrogen, is cooled in an ice bath and treated dropwise with 1.90 ml (2.81 g, 0.0245 mol) of methanesulfonyl chloride over 10 min. The mixture is stirred for 30 min in the cold, for 2.5 hrs at room temperature and set overnight at room temperature. The solvent is azeotroped in vacuo with toluene and the residue treated with ice water. Aqueous NaHCO3 is added t... Reaction conditions: time 2.5 hour. The product is C(C)N(CCC1=CC=C(C=C1)NS(=O)(=O)C)CCCCCCC (N-[4-[2-(Ethylheptylamino)ethyl]phenyl]methanesulfonamide). The solvent is N1=CC=CC=C1 (pyridine). Reactants: OCCN1C(=NCC1)CCCCCCCC\C=C/CCCCCCCC (1-(2-hydroxyethyl)-2-oleyl-2-imidazoline), C(CCCCCCC\C=C/CCCCCCCC)(=O)O (oleic acid), NCCC(O)CN (aminoethylethanolamine). Yields the product OCCN1C(=NCC1)CCCCCCCC\C=C/CCCCCCCCC(C)C(=O)OCC (1-(2-hydroxyethyl)-2-(α-ethoxycarbonylethyl-oleyl)-2-imidazoline). The yield is 93.8%. As a reaction SMILES: [OH:1][CH2:2][CH2:3][N:4]1[CH2:8][CH2:7][N:6]=[C:5]1[CH2:9][CH2:10][CH2:11][CH2:12][CH2:13][CH2:14][CH2:15][CH2:16]/[CH:17]=[CH:18]\[CH2:19][CH2:20][CH2:21][CH2:22][CH2:23][CH2:24][CH2:25][CH3:26].[C:27]([OH:46])(=[O:45])[CH2:28][CH2:29]CCCCC/C=C\CCCCCCCC.N[CH2:48][CH2:49]C(CN)O>>[OH:1][CH2:2][CH2:3][N:4]1[CH2:8][CH2:7][N:6]=[C:5]1[CH2:9][CH2:10][CH2:11][CH2:12][CH2:13][CH2:14][CH2:15][CH2:16]/[CH:17]=[CH:18]\[CH2:19][CH2:20][CH2:21][CH2:22][CH2:23][CH2:24][CH2:25][CH2:26][CH:28]([C:27]([O:46][CH2:48][CH3:49])=[O:45])[CH3:29]. Procedure details: This example was carried out in the same manner as that in Example 1, except that 69.7 g (0.2 mol) of 1-(2-hydroxyethyl)-2-oleyl-2-imidazoline synthesized from oleic acid (AV 200, average molecular weight 280.5) and aminoethylethanolamine was used. 1-(2-hydroxyethyl)-2-(α-ethoxycarbonylethyl-oleyl)-2-imidazoline was obtained (yield 93.8%).